Dataset: the Open Reaction Database (ORD), a public repository of structured organic reaction records. Task: describe an organic reaction: reactants, conditions, products, and yield The reactants are FC(C1=C(C=CC=C1)C1=NN=NN1)(F)F (5[2-(trifluoromethyl)phenyl]1H-tetrazole), C(C(=O)Cl)(=O)Cl (oxalyl chloride), C(C)S(=O)(=O)CCCC12CCC(CC1)(CC2)C(=O)NC (4-[3-(ethylsulfonyl)propyl]-N-methylbicyclo[2.2.2]octane-1-carboxamide). The reagents and catalysts are CN(C)C=O (DMF). Solvent: C(Cl)Cl (methylene chloride), C(Cl)Cl (methylene chloride). Reaction conditions: time 1 hour. Product: C(C)S(=O)(=O)CCCC12CCC(CC1)(CC2)C2=NN=C(N2C)C2=C(C=CC=C2)C(F)(F)F (3-{4-[3-(Ethylsulfonyl)propyl]bicyclo[2.2.2]oct-1-yl}-4-methyl-5-[2-(trifluoromethyl)phenyl]-4H -1,2,4-triazole). As a reaction SMILES: [CH2:1]([S:3]([CH2:6][CH2:7][CH2:8][C:9]12[CH2:16][CH2:15][C:12]([C:17]([NH:19][CH3:20])=O)([CH2:13][CH2:14]1)[CH2:11][CH2:10]2)(=[O:5])=[O:4])[CH3:2].C(Cl)(=O)C(Cl)=O.[F:27][C:28]([F:41])([F:40])[C:29]1[CH:34]=[CH:33][CH:32]=[CH:31][C:30]=1[C:35]1NN=[N:37][N:36]=1>C(Cl)Cl.CN(C=O)C>[CH2:1]([S:3]([CH2:6][CH2:7][CH2:8][C:9]12[CH2:16][CH2:15][C:12]([C:17]3[N:19]([CH3:20])[C:35]([C:30]4[CH:31]=[CH:32][CH:33]=[CH:34][C:29]=4[C:28]([F:27])([F:41])[F:40])=[N:36][N:37]=3)([CH2:13][CH2:14]1)[CH2:11][CH2:10]2)(=[O:5])=[O:4])[CH3:2]. Procedure details: Methyl amide 11-9 (0.470 g, 1.56 mmol) was dissolved in anhydrous methylene chloride (5 mL) and treated with oxalyl chloride (2M in methylene chloride, 1.56 mL, 3.12 mmol) and DMF (2 drops). The solution was stirred at room temperature for 1 h, then solvent removed by evaporation under reduced pressure. The residue was redissolved in anhydrous toluene (7 mL) and treated with 5[2-(trifluoromethyl)phenyl]1H-tetrazole (368 mg, 1.72 mmol). The mixture was refluxed for 18 h. The reaction was cooled t... Starting materials: C(C)(=O)O (acetic acid), OC1=CC=C(C(=O)NN)C=C1 (p-hydroxybenzoylhydrazine), C(C=CC1=CC=CC=C1)(=O)Cl (cinnamoyl chloride). Run in O (water). Conditions: temperature 20 celsius, time 3 hour. Product: C(C=CC1=CC=CC=C1)(=O)NNC(C1=CC=C(C=C1)O)=O (N-cinnamoyl-N'-(p-hydroxybenzoyl)hydrazine). Isolated yield 33.4%. RXN SMILES: C(O)(=O)C.[OH:5][C:6]1[CH:15]=[CH:14][C:9]([C:10]([NH:12][NH2:13])=[O:11])=[CH:8][CH:7]=1.[C:16](Cl)(=[O:25])[CH:17]=[CH:18][C:19]1[CH:24]=[CH:23][CH:22]=[CH:21][CH:20]=1>O>[C:16]([NH:13][NH:12][C:10](=[O:11])[C:9]1[CH:14]=[CH:15][C:6]([OH:5])=[CH:7][CH:8]=1)(=[O:25])[CH:17]=[CH:18][C:19]1[CH:24]=[CH:23][CH:22]=[CH:21][CH:20]=1. Procedure details: To 100 ml of acetic acid were added 5.0 g of p-hydroxybenzoylhydrazine and 5.5 g of cinnamoyl chloride, and the mixture was stirred at 20° C for 3 hours. The reaction mixture was then poured into 2 liters of water, and the produced precipitate was collected and washed with water. The so obtained product was then recrystallized twice from acetic acid and dried under reduced pressure to yield 3.1 g of N-cinnamoyl-N'-(p-hydroxybenzoyl)hydrazine as white crystals, m.p. 263°-264.5° C. Analysis: Calcu... Yield: 56.5%. Reactants: FC(OC1=CC=C(N)C=C1)(F)F (4-(trifluormethoxy)-aniline), [Cl-].C[Al+]C (dimethylaluminium chloride), FC(OC1=CC=C(N)C=C1)(F)F (4-(trifluormethoxy)-aniline), C(C)OC(=O)C1(CCN(CC1)S(=O)(=O)C1=CC=CC=C1)CCCOC (1-Benzenesulfonyl-4-(3-methoxy-propyl)-piperidine-4-carboxylic acid ethyl ester), [Cl-].C[Al+]C (dimethylaluminium chloride), O (water). The solvent is CCCCCCC (heptane), CCCCCCC (heptane), C1(=CC=CC=C1)C (toluene). Yields the product C1(=CC=CC=C1)S(=O)(=O)N1CCC2(CCCN(C2=O)C2=CC=C(C=C2)OC(F)(F)F)CC1 (9-benzenesulfonyl-2-(4-trifluoromethoxy-phenyl)-2,9-diaza-spiro[5.5]undecan-1-one). RXN SMILES: C([O:3][C:4]([C:6]1([CH2:21][CH2:22][CH2:23]OC)[CH2:11][CH2:10][N:9]([S:12]([C:15]2[CH:20]=[CH:19][CH:18]=[CH:17][CH:16]=2)(=[O:14])=[O:13])[CH2:8][CH2:7]1)=O)C.[F:26][C:27]([F:37])([F:36])[O:28][C:29]1[CH:35]=[CH:34][C:32]([NH2:33])=[CH:31][CH:30]=1.[Cl-].C[Al+]C.O>C1(C)C=CC=CC=1.CCCCCCC>[C:15]1([S:12]([N:9]2[CH2:8][CH2:7][C:6]3([C:4](=[O:3])[N:33]([C:32]4[CH:34]=[CH:35][C:29]([O:28][C:27]([F:36])([F:37])[F:26])=[CH:30][CH:31]=4)[CH2:23][CH2:22][CH2:21]3)[CH2:11][CH2:10]2)(=[O:13])=[O:14])[CH:16]=[CH:17][CH:18]=[CH:19][CH:20]=1 |f:2.3|. Reaction conditions: time 3 hour. Procedure details: 1-Benzenesulfonyl-4-(3-methoxy-propyl)-piperidine-4-carboxylic acid ethyl ester (0.3 g) was dissolved under an argon atmosphere in toluene (10 ml), 4-(trifluormethoxy)-aniline (0.173 g) was added followed by dimethylaluminium chloride in heptane (1.8 ml, 0.9 molar). The mixture was refluxed 3 hours, more 4-(trifluormethoxy)-aniline (0.173 g) and dimethylaluminium chloride in heptane (1.8 ml) were added and refluxing was continued for further 3 hours. The reaction mixture was then cooled to RT, w... Starting materials: C(C)OC(=O)N1CCC(CC1)C1=CNC2=CN=CC=C21 (4-(1H-pyrrolo[2,3-c]pyridin-3-yl)-piperidine-1-carboxylic acid ethyl ester), ClC=1SC(=CC1)CCl (2-chloro-5-chloromethylthiophen). Yields the product C(C)OC(=O)N1CCC(CC1)C1=CN(C2=CN=CC=C21)CC=2SC(=CC2)Cl (4-[1-(5-chlorothiophen-2-ylmethyl)-1H-pyrrolo[2,3-c]pyridin-3-yl]-piperidine-1-carboxylic acid ethyl ester). Yield: 59.7%. Reaction SMILES: [CH2:1]([O:3][C:4]([N:6]1[CH2:11][CH2:10][CH:9]([C:12]2[C:20]3[C:15](=[CH:16][N:17]=[CH:18][CH:19]=3)[NH:14][CH:13]=2)[CH2:8][CH2:7]1)=[O:5])[CH3:2].[Cl:21][C:22]1[S:23][C:24]([CH2:27]Cl)=[CH:25][CH:26]=1>>[CH2:1]([O:3][C:4]([N:6]1[CH2:7][CH2:8][CH:9]([C:12]2[C:20]3[C:15](=[CH:16][N:17]=[CH:18][CH:19]=3)[N:14]([CH2:27][C:24]3[S:23][C:22]([Cl:21])=[CH:26][CH:25]=3)[CH:13]=2)[CH2:10][CH2:11]1)=[O:5])[CH3:2]. Procedure: This compound was prepared following the procedure described in example 24, part C, starting with 8.7 g (31.8 mmol) of 4-(1H-pyrrolo[2,3-c]pyridin-3-yl)-piperidine-1-carboxylic acid ethyl ester and 5.75 ml (47.7 mmol) of 2-chloro-5-chloromethylthiophen. After standard work-up and purification, 7.67 g (60% of yield) of 4-[1-(5-chlorothiophen-2-ylmethyl)-1H-pyrrolo[2,3-c]pyridin-3-yl]-piperidine-1-carboxylic acid ethyl ester were obtained. Starting materials: OC(C#CC(=O)OCCOCCOC)C1=CC2=C(C=C1)OCO2 (2-(2-methoxyethoxy)ethyl 4-hydroxy-4-[3,4-(methylenedioxy)phenyl]-2butynoate). The reagents and catalysts are [O-2].[O-2].[Mn+4] (manganese dioxide). Solvent: C(Cl)Cl (methylene chloride), C(Cl)Cl (methylene chloride). Conditions: time 2 hour. Yields the product C1OC=2C=C(C(=O)C#CC(=O)OCCOCCOC)C=CC2O1 (2-(2-methoxyethoxy)ethyl 3-[3,4-(methylenedioxy)-benzoyl]propiolate). Reaction SMILES: [OH:1][CH:2]([C:15]1[CH:20]=[CH:19][C:18]2[O:21][CH2:22][O:23][C:17]=2[CH:16]=1)[C:3]#[C:4][C:5]([O:7][CH2:8][CH2:9][O:10][CH2:11][CH2:12][O:13][CH3:14])=[O:6]>C(Cl)Cl.[O-2].[O-2].[Mn+4]>[CH2:22]1[O:21][C:18]2[CH:19]=[CH:20][C:15]([C:2]([C:3]#[C:4][C:5]([O:7][CH2:8][CH2:9][O:10][CH2:11][CH2:12][O:13][CH3:14])=[O:6])=[O:1])=[CH:16][C:17]=2[O:23]1 |f:2.3.4|. Reported procedure: A solution of 7.9 g (24.5 mmol) of 2-(2-methoxyethoxy)ethyl 4-hydroxy-4-[3,4-(methylenedioxy)phenyl]-2butynoate in 100 ml of methylene chloride was added dropwise at 0° to a suspension of 64 g (0.74 mol) of manganese dioxide in 150 ml of methylene chloride. The reaction mixture was stirred at 0° for 2 hours, filtered over magnesium sulphate and concentrated. The residue was purified by flash chromatography on 800 g of silica gel (elution agent methylene chloride/ether 4:1). There was obtained 2-... Reactants: FCCBr, O=C([O-])[O-], CC#N, Fc1ccc(OC2CCC(c3nnc4n3-c3ccc(Cl)cc3CNC4)CC2)nc1, [K+], [K+]. The product is FCCN1Cc2cc(Cl)ccc2-n2c(nnc2C2CCC(Oc3ccc(F)cn3)CC2)C1. RXN SMILES: [Br:36][CH2:37][CH2:38][F:39].[C:30](=[O:31])([O-:32])[O-:33].[CH3:40][C:41]#[N:42].[Cl:1][c:2]1[cH:3][c:4]2[c:5]([cH:28][cH:29]1)-[n:6]1[c:7]([CH:14]3[CH2:15][CH2:16][CH:17]([O:20][c:21]4[n:22][cH:23][c:24]([F:27])[cH:25][cH:26]4)[CH2:18][CH2:19]3)[n:8][n:9][c:10]1[CH2:11][NH:12][CH2:13]2.[K+:34].[K+:35]>>[Cl:1][c:2]1[cH:3][c:4]2[c:5]([cH:28][cH:29]1)-[n:6]1[c:7]([CH:14]3[CH2:15][CH2:16][CH:17]([O:20][c:21]4[n:22][cH:23][c:24]([F:27])[cH:25][cH:26]4)[CH2:18][CH2:19]3)[n:8][n:9][c:10]1[CH2:11][N:12]([CH2:37][CH2:38][F:39])[CH2:13]2.